This data is from the Open Reaction Database (ORD), a public repository of structured organic reaction records. The task is: describe an organic reaction: reactants, conditions, products, and yield The reactants are C1(=CC=C(C=C1)S(=O)(=O)O)C (p-Toluene sulphonic acid), C(C)(=O)OCC (Ethyl acetate), C(C1=CC=CC=C1)C=1CS[C@H]2N(C1C(=O)OC)C(C2NC(C2=CC=CC=C2)(C2=CC=CC=C2)C2=CC=CC=C2)=O (Methyl 3-benzyl-7-tritylamino-3-cephem-4-carboxylate), C1(=CC=C(C=C1)S(=O)(=O)O)C (p-toluene sulphonic acid). Solvent: CC(=O)C (acetone), CC(=O)C (acetone). Conditions: time 16 hour. Product: C(C1=CC=CC=C1)C=1CS[C@H]2N(C1C(=O)OC)C(C2N)=O (methyl 3-benzyl-7-amino-3-cephem-4-carboxylate). As a reaction SMILES: [CH2:1]([C:8]1[CH2:9][S:10][C@@H:11]2[CH:19]([NH:20]C(C3C=CC=CC=3)(C3C=CC=CC=3)C3C=CC=CC=3)[C:18](=[O:40])[N:12]2[C:13]=1[C:14]([O:16][CH3:17])=[O:15])[C:2]1[CH:7]=[CH:6][CH:5]=[CH:4][CH:3]=1.C1(C)C=CC(S(O)(=O)=O)=CC=1.C(OCC)(=O)C>CC(C)=O>[CH2:1]([C:8]1[CH2:9][S:10][C@@H:11]2[CH:19]([NH2:20])[C:18](=[O:40])[N:12]2[C:13]=1[C:14]([O:16][CH3:17])=[O:15])[C:2]1[CH:3]=[CH:4][CH:5]=[CH:6][CH:7]=1. Procedure details: Methyl 3-benzyl-7-tritylamino-3-cephem-4-carboxylate (111 mg) was dissolved in acetone (1.5 ml.) and the solution cooled to -20°. p-Toluene sulphonic acid (40 mg) in acetone (0.5 ml) was added dropwise over a few minutes and the solution left at 0° for 16 hours. Thin layer chromatography (TLC) still showed some unchanged starting material was present. A further quantity of p-toluene sulphonic acid (10 mg) was added and the solution left at room temperature for 4 hours. Ethyl acetate was added an... The reactants are [OH-].[Na+] (sodium hydroxide), C(C)(=O)N1CCC(CC1)(O)C(C1=C(C=CC=C1)F)=O (1-acetyl-4-(2-fluorobenzoyl)-4-hydroxypiperidine), Cl (hydrochloric acid), ice. Solvent: C(Cl)Cl (Methylene chloride). Yields the product FC1=C(C(=O)C2(CCNCC2)O)C=CC=C1 (4-(2-Fluorobenzoyl)-4-hydroxypiperidine). Isolated yield 84.9%. RXN SMILES: C([N:4]1[CH2:9][CH2:8][C:7]([C:11](=[O:19])[C:12]2[CH:17]=[CH:16][CH:15]=[CH:14][C:13]=2[F:18])([OH:10])[CH2:6][CH2:5]1)(=O)C.Cl.[OH-].[Na+]>C(Cl)Cl>[F:18][C:13]1[CH:14]=[CH:15][CH:16]=[CH:17][C:12]=1[C:11]([C:7]1([OH:10])[CH2:6][CH2:5][NH:4][CH2:9][CH2:8]1)=[O:19] |f:2.3|. Procedure details: A mixture of 13.3 g of 1-acetyl-4-(2-fluorobenzoyl)-4-hydroxypiperidine and 20 ml of 6N hydrochloric acid was stirred at reflux under nitrogen for 4 hrs. The reaction mixture was allowed to cool and poured onto ca. 100 g of ice. Methylene chloride was added, and the separated aqueous layer was made strongly basic by means of 15% sodium hydroxide solution. The aqueous layer was extracted three times with 80 ml of methylene chloride. The extracts were dried over anhydrous potassium carbonate, filt...